Dataset: the Open Reaction Database (ORD), a public repository of structured organic reaction records. Task: describe an organic reaction: reactants, conditions, products, and yield Starting materials: O (water), BrCCCCCCBr (1,6-dibromohexane), C([O-])([O-])=O.[K+].[K+] (potassium carbonate), C(C)(=O)N1CCN(CC1)C1=CC=C(C=C1)O (1-acetyl-4-(4-hydroxyphenyl)piperazine). Run in CN(C=O)C (N,N-dimethylformamide). Reaction conditions: time 18 hour. Yields the product C(C)(=O)N1CCN(CC1)C1=CC=C(C=C1)OCCCCCCBr (1-acetyl-4-[4-(6-bromohexyloxy)phenyl]piperazine). RXN SMILES: [C:1]([N:4]1[CH2:9][CH2:8][N:7]([C:10]2[CH:15]=[CH:14][C:13]([OH:16])=[CH:12][CH:11]=2)[CH2:6][CH2:5]1)(=[O:3])[CH3:2].[Br:17][CH2:18][CH2:19][CH2:20][CH2:21][CH2:22][CH2:23]Br.C(=O)([O-])[O-].[K+].[K+].O>CN(C)C=O>[C:1]([N:4]1[CH2:5][CH2:6][N:7]([C:10]2[CH:15]=[CH:14][C:13]([O:16][CH2:23][CH2:22][CH2:21][CH2:20][CH2:19][CH2:18][Br:17])=[CH:12][CH:11]=2)[CH2:8][CH2:9]1)(=[O:3])[CH3:2] |f:2.3.4|. Reported procedure: A mixture of 1-acetyl-4-(4-hydroxyphenyl)piperazine (5.00 g) in N,N-dimethylformamide (50 ml) was treated with 1,6-dibromohexane (10.5 ml) and potassium carbonate (4.71 g), and the mixture was stirred for 18 hours at ambient temperature. To the reaction mixture was added water (200 ml), and the resulting precipitate was collected by filtration, washed with water and n-hexane successively and dried under reduced pressure to give crude 1-acetyl-4-[4-(6-bromohexyloxy)phenyl]piperazine (10.52 g), th... Reactants: C1(=CC=CC2=CC=CC=C12)C(=O)Cl (Naphthalene-1-carbonyl chloride), COC(CCCCCC[C@@H]1C(CC[C@H]1C=C[Sn](CCCC)(CCCC)CCCC)=O)=O (trans-7-[2-oxo-5-(2-tributylstannanyl-vinyl)-cyclopentyl)-heptanoic acid methyl ester), C(C)(C)(C)C1=C(C(=CC(=C1)C)C(C)(C)C)O (2,6-di-tert-butyl-4-methylphenol). Reagents/catalysts: C=1C=CC(=CC1)[P](C=2C=CC=CC2)(C=3C=CC=CC3)[Pd]([P](C=4C=CC=CC4)(C=5C=CC=CC5)C=6C=CC=CC6)([P](C=7C=CC=CC7)(C=8C=CC=CC8)C=9C=CC=CC9)[P](C=1C=CC=CC1)(C=1C=CC=CC1)C=1C=CC=CC1 (tetrakis(triphenylphosphine)palladium(0)). The solvent is C(C)(=O)OCC (ethyl acetate), C1(=CC=CC=C1)C (toluene). Conditions: temperature 100 celsius. Yields the product COC(CCCCCC[C@H]1[C@@H](CCC1=O)C=CC(=O)C1=CC=CC2=CC=CC=C12)=O (trans-7-[2-(3-Naphthalen-1-yl-3-oxo-propenyl)-5-oxo-cyclopentyl]-heptanoic acid methyl ester). RXN SMILES: [C:1]1([C:11](Cl)=[O:12])[C:10]2[C:5](=[CH:6][CH:7]=[CH:8][CH:9]=2)[CH:4]=[CH:3][CH:2]=1.[CH3:14][O:15][C:16](=[O:44])[CH2:17][CH2:18][CH2:19][CH2:20][CH2:21][CH2:22][C@H:23]1[C@H:27]([CH:28]=[CH:29][Sn](CCCC)(CCCC)CCCC)[CH2:26][CH2:25][C:24]1=[O:43].C(C1C=C(C)C=C(C(C)(C)C)C=1O)(C)(C)C>C1(C)C=CC=CC=1.C(OCC)(=O)C.C1C=CC([P]([Pd]([P](C2C=CC=CC=2)(C2C=CC=CC=2)C2C=CC=CC=2)([P](C2C=CC=CC=2)(C2C=CC=CC=2)C2C=CC=CC=2)[P](C2C=CC=CC=2)(C2C=CC=CC=2)C2C=CC=CC=2)(C2C=CC=CC=2)C2C=CC=CC=2)=CC=1>[CH3:14][O:15][C:16](=[O:44])[CH2:17][CH2:18][CH2:19][CH2:20][CH2:21][CH2:22][C@@H:23]1[C:24](=[O:43])[CH2:25][CH2:26][C@H:27]1[CH:28]=[CH:29][C:11]([C:1]1[C:10]2[C:5](=[CH:6][CH:7]=[CH:8][CH:9]=2)[CH:4]=[CH:3][CH:2]=1)=[O:12] |^1:77,79,98,117|. Reported procedure: A solution of tetrakis(triphenylphosphine)palladium(0) (97 mg, 0.084 mmol) in dry toluene (10 mL) was evacuated under vacuum and was purged with carbon monoxide (3×). Naphthalene-1-carbonyl chloride (320 mg, 1.68 mmol) was added followed by addition of trans-7-[2-oxo-5-(2-tributylstannanyl-vinyl)-cyclopentyl)-heptanoic acid methyl ester (the compound of Preparation 1, Step D, 1.0 g, 1.85 mmol) and 2,6-di-tert-butyl-4-methylphenol (few crystals). The mixture was heated at 100° C. under an atmosph... Starting materials: CCOC(=O)N1c2ccc(C(F)(F)F)cc2C(NC2=NNN(CC3COC(C)(C)O3)N2Cc2cc(C(F)(F)F)cc(C(F)(F)F)c2)CC1CC, CCO. The product is CCOC(=O)N1c2ccc(C(F)(F)F)cc2C(NC2=NNN(CC(O)CO)N2Cc2cc(C(F)(F)F)cc(C(F)(F)F)c2)CC1CC. As a reaction SMILES: [CH2:1]([CH3:2])[O:3][C:4](=[O:5])[N:6]1[CH:7]([CH2:49][CH3:50])[CH2:8][CH:9]([NH:20][C:21]2=[N:22][NH:23][N:24]([CH2:41][CH:42]3[O:43][C:44]([CH3:47])([CH3:48])[O:45][CH2:46]3)[N:25]2[CH2:26][c:27]2[cH:28][c:29]([C:37]([F:38])([F:39])[F:40])[cH:30][c:31]([C:33]([F:34])([F:35])[F:36])[cH:32]2)[c:10]2[cH:11][c:12]([C:16]([F:17])([F:18])[F:19])[cH:13][cH:14][c:15]21.[CH3:51][CH2:52][OH:53]>>[CH2:1]([CH3:2])[O:3][C:4](=[O:5])[N:6]1[CH:7]([CH2:49][CH3:50])[CH2:8][CH:9]([NH:20][C:21]2=[N:22][NH:23][N:24]([CH2:41][CH:42]([OH:43])[CH2:46][OH:45])[N:25]2[CH2:26][c:27]2[cH:28][c:29]([C:37]([F:38])([F:39])[F:40])[cH:30][c:31]([C:33]([F:34])([F:35])[F:36])[cH:32]2)[c:10]2[cH:11][c:12]([C:16]([F:17])([F:18])[F:19])[cH:13][cH:14][c:15]21. Reactants: Cc1c(NCCN2CCCC2)cc(-c2nc(-c3ccccc3)no2)cc1N1CCN(C(=O)OC(C)(C)C)CC1, CO, Cl, C1COCCO1. The product is Cc1c(NCCN2CCCC2)cc(-c2nc(-c3ccccc3)no2)cc1N1CCNCC1, Cl. Reaction SMILES: [CH3:1][c:2]1[c:3]([N:27]2[CH2:28][CH2:29][N:30]([C:33]([O:34][C:35]([CH3:36])([CH3:37])[CH3:38])=[O:39])[CH2:31][CH2:32]2)[cH:4][c:5](-[c:16]2[n:17][c:18](-[c:21]3[cH:22][cH:23][cH:24][cH:25][cH:26]3)[n:19][o:20]2)[cH:6][c:7]1[NH:8][CH2:9][CH2:10][N:11]1[CH2:12][CH2:13][CH2:14][CH2:15]1.[CH3:40][OH:41].[ClH:42].[O:43]1[CH2:44][CH2:45][O:46][CH2:47][CH2:48]1>>[CH3:1][c:2]1[c:3]([N:27]2[CH2:28][CH2:29][NH:30][CH2:31][CH2:32]2)[cH:4][c:5](-[c:16]2[n:17][c:18](-[c:21]3[cH:22][cH:23][cH:24][cH:25][cH:26]3)[n:19][o:20]2)[cH:6][c:7]1[NH:8][CH2:9][CH2:10][N:11]1[CH2:12][CH2:13][CH2:14][CH2:15]1.[ClH:42]. The reactants are Cc1ccccc1, Cc1ccccc1CCC(=NO)C(=O)C(F)(F)F, O=S(=O)(O)O. Product: Cc1cccc2c1CCC(=NO)C2(O)C(F)(F)F. RXN SMILES: [CH3:24][c:25]1[cH:26][cH:27][cH:28][cH:29][cH:30]1.[F:6][C:7]([C:8]([C:9]([CH2:10][CH2:11][c:12]1[c:13]([CH3:18])[cH:14][cH:15][cH:16][cH:17]1)=[N:19][OH:20])=[O:21])([F:22])[F:23].[S:1](=[O:2])(=[O:3])([OH:4])[OH:5]>>[F:6][C:7]([C:8]1([OH:21])[C:9](=[N:19][OH:20])[CH2:10][CH2:11][c:12]2[c:13]([CH3:18])[cH:14][cH:15][cH:16][c:17]21)([F:22])[F:23]. Reactants: CS(=O)(=O)NC1=C2C=CC=C(C2=CC=C1)O (5-methanesulfonylamino-1-naphthol), C(C)O (ethanol), N(=O)[O-].[Na+] (sodium nitrite). Reagents/catalysts: [Cl-].[Zn+2].[Cl-] (zinc chloride). Solvent: O (water), O (water). Run at temperature 50 celsius, time 2 hour. Product: N(=O)C1=C(C2=CC=CC(=C2C=C1)NS(=O)(=O)C)O (2-nitroso-5-methanesulfonylamino-1-naphthol). Reaction SMILES: [CH3:1][S:2]([NH:5][C:6]1[CH:15]=[CH:14][CH:13]=[C:12]2[C:7]=1[CH:8]=[CH:9][CH:10]=[C:11]2[OH:16])(=[O:4])=[O:3].C(O)C.[N:20]([O-])=[O:21].[Na+]>O.[Cl-].[Zn+2].[Cl-]>[N:20]([C:10]1[CH:9]=[CH:8][C:7]2[C:12](=[CH:13][CH:14]=[CH:15][C:6]=2[NH:5][S:2]([CH3:1])(=[O:4])=[O:3])[C:11]=1[OH:16])=[O:21] |f:2.3,5.6.7|. Reported procedure: A mixture comprising 119 g of 5-methanesulfonylamino-1-naphthol, 100 g of zinc chloride and 500 ml of ethanol was heated at 50° C., and then a solution of 35 g of sodium nitrite as dissolved in 70 ml of water was added dropwise thereto at 50° to 65° C. After being heated and stirred at 60° to 65° C. for 2 hours, the resulting solution was cooled with water to room temperature, and reddish brown crystals formed were taken out by filtration and washed with ethanol. The crystals were added to 200 m...